From a dataset of the Open Reaction Database (ORD), a public repository of structured organic reaction records. describe an organic reaction: reactants, conditions, products, and yield Starting materials: C1(CCCCC1)C1=CC=C(C(=O)Cl)C=C1 (4-cyclohexylbenzoyl chloride), C1(CCCCC1)C1=CC=C(C(=O)O)C=C1 (4-cyclohexylbenzoic acid), C(C(=O)Cl)(=O)Cl (oxalyl chloride), C1=CC=CC=2NC3=C(NCC21)C=CC=C3 (5,11-Dihydro-10H-dibenzo[b,e][1,4]diazepine), C(C)(C)N(C(C)C)CC (N,N-diisopropylethyl amine). The reagents and catalysts are CN(C=O)C (N,N-dimethylformamide). The solvent is ClCCl (dichloromethane), ClCCl (dichloromethane). Reaction conditions: time 8 hour. The product is C1(CCCCC1)C1=CC=C(C=C1)C(=O)N1C2=C(NC3=C(C1)C=CC=C3)C=CC=C2 ((4-Cyclohexyl-phenyl)-(5,11-dihydro-10H-dibenzo[b,e][1,4]diazepin-10-yl)methanone). Yield: 33.5%. As a reaction SMILES: [CH:1]1([C:7]2[CH:15]=[CH:14][C:10]([C:11]([OH:13])=O)=[CH:9][CH:8]=2)[CH2:6][CH2:5][CH2:4][CH2:3][CH2:2]1.C(Cl)(=O)C(Cl)=O.[CH:22]1[C:32]2[CH2:31][NH:30][C:29]3[CH:33]=[CH:34][CH:35]=[CH:36][C:28]=3[NH:27][C:26]=2[CH:25]=[CH:24][CH:23]=1.C(N(CC)C(C)C)(C)C.C1(C2C=CC(C(Cl)=O)=CC=2)CCCCC1>ClCCl.CN(C)C=O>[CH:1]1([C:7]2[CH:8]=[CH:9][C:10]([C:11]([N:30]3[CH2:31][C:32]4[CH:22]=[CH:23][CH:24]=[CH:25][C:26]=4[NH:27][C:28]4[CH:36]=[CH:35][CH:34]=[CH:33][C:29]3=4)=[O:13])=[CH:14][CH:15]=2)[CH2:2][CH2:3][CH2:4][CH2:5][CH2:6]1. Procedure details: To a suspension of 4-cyclohexylbenzoic acid (10.0 g) in dichloromethane (75 mL) was added oxalyl chloride (10.0 g) followed by N,N-dimethylformamide (2 drops). The mixture was stirred at room temperature overnight and then all volatiles were removed in vacuo to provide the crude acid chloride (11.0 g). 5,11-Dihydro-10H-dibenzo[b,e][1,4]diazepine (1.96 g) in dichloromethane (50 mL) containing N,N-diisopropylethyl amine (1.3 g) was reacted with the crude 4-cyclohexylbenzoyl chloride prepared as de... Starting materials: BrC1=CC(=C(C=C1F)\C(=N/NC(=O)OC(C)(C)C)\C1=CC=NC=C1)F (1,1-dimethylethyl (2Z)-2-[(4-bromo-2,5-difluorophenyl)(4-pyridinyl)methylidene]hydrazinecarboxylate), BrC1=CC(=C(C=C1F)\C(=N/NC(=O)OC(C)(C)C)\C1=CC=NC=C1)F (1,1-dimethylethyl (2Z)-2-[(4-bromo-2,5-difluorophenyl)(4-pyridinyl)methylidene]hydrazinecarboxylate), C1CCC2=NCCCN2CC1 (DBU). Solvent: C1CCOC1 (THF). Product: BrC1=C(C=C2C(=NNC2=C1)C1=CC=NC=C1)F (6-Bromo-5-fluoro-3-(4-pyridinyl)-1H-indazole). Yield: 84.7%. RXN SMILES: [Br:1][C:2]1[C:7]([F:8])=[CH:6][C:5](/[C:9](/[C:19]2[CH:24]=[CH:23][N:22]=[CH:21][CH:20]=2)=[N:10]\[NH:11]C(OC(C)(C)C)=O)=[C:4](F)[CH:3]=1.C1CCN2C(=NCCC2)CC1>C1COCC1>[Br:1][C:2]1[CH:3]=[C:4]2[C:5]([C:9]([C:19]3[CH:24]=[CH:23][N:22]=[CH:21][CH:20]=3)=[N:10][NH:11]2)=[CH:6][C:7]=1[F:8]. Reported procedure: A solution of 1,1-dimethylethyl (2Z)-2-[(4-bromo-2,5-difluorophenyl)(4-pyridinyl)methylidene]hydrazinecarboxylate (Intermediate 3, 250 mg) and DBU (95 μ) in THF (3 ml) was stirred at 150° C. in a microwave oven. After 30 min the mixture was partitioned between water and ethyl acetate and the organic layer was washed with water and brine, dried using a hydrophobic filter tube and concentrated under vacuum to give the title compound as an orange solid (150 mg). Starting materials: C(C)(C)(C)[Si](Cl)(C1=CC=CC=C1)C1=CC=CC=C1 (t-butyldiphenylchlorosilane), N1C=NC=C1 (imidazole), OC1=CC=C2CCC(C2=C1)=O (6-hydroxy-1-indanone). Run in CN(C)C=O (DMF). The product is [Si](C1=CC=CC=C1)(C1=CC=CC=C1)(C(C)(C)C)OC1=CC=C2CCC(C2=C1)=O (6-(tert-Butyldiphenylsilyloxy)-2,3-dihydroinden-1-one). Yield: 100.0%. Reaction SMILES: [OH:1][C:2]1[CH:10]=[C:9]2[C:5]([CH2:6][CH2:7][C:8]2=[O:11])=[CH:4][CH:3]=1.[C:12]([Si:16]([C:24]1[CH:29]=[CH:28][CH:27]=[CH:26][CH:25]=1)([C:18]1[CH:23]=[CH:22][CH:21]=[CH:20][CH:19]=1)Cl)([CH3:15])([CH3:14])[CH3:13].N1C=CN=C1>CN(C=O)C>[Si:16]([O:1][C:2]1[CH:10]=[C:9]2[C:5]([CH2:6][CH2:7][C:8]2=[O:11])=[CH:4][CH:3]=1)([C:12]([CH3:15])([CH3:14])[CH3:13])([C:24]1[CH:25]=[CH:26][CH:27]=[CH:28][CH:29]=1)[C:18]1[CH:23]=[CH:22][CH:21]=[CH:20][CH:19]=1. Procedure: A mixture of 6-hydroxy-1-indanone (250 g, 1687 mmol) (634549, commercially available from Sigma-Aldrich, St. Louis, Mo., USA), t-butyldiphenylchlorosilane (487 g, 1772 mmol) and imidazole (138 g, 2025 mmol) in degassed DMF (900 mL) was heated at 60° C. for 16 hours. The mixture was then concentrated to remove most of DMF, diluted with ether (3000 mL), filtered, and concentrated to give the initial product H1.1 (674 g, 100% yield) which was used in the next step reaction without further purificat... The reactants are BrC1=C2C(=CN=CC2=CC=C1)C (5-bromo-4-methylisoquinoline), BrC1=C2C(=CN=CC2=CC=C1)C (5-bromo-4-methylisoquinoline), C(C)(C)(C)P(C(C)(C)C)C(C)(C)C (tri(tert-butyl)phosphine), C(C)(C)(C)OC(=O)N[C@@H]1CC[C@@H](CC1)N (cis-N-(tert-butoxycarbonyl)-1,4-cyclohexanediamine), CC(C)([O-])C.[Na+] (sodium tert-butoxide). Reagents/catalysts: C=1C=CC(=CC1)/C=C/C(=O)/C=C/C2=CC=CC=C2.C=1C=CC(=CC1)/C=C/C(=O)/C=C/C2=CC=CC=C2.C=1C=CC(=CC1)/C=C/C(=O)/C=C/C2=CC=CC=C2.[Pd].[Pd] (tris(dibenzylideneacetone)dipalladium(0)). Solvent: C(C)(=O)OCC (ethyl acetate), C1(=CC=CC=C1)C (toluene). Run at temperature 120 celsius. The product is C(C)(C)(C)OC(=O)N[C@@H]1CC[C@@H](CC1)NC1=C2C(=CN=CC2=CC=C1)C (cis-N-(tert-butoxycarbonyl)-N′-(4-methyl-5-isoquinolyl)-1,4-cyclohexanediamine). Reaction SMILES: Br[C:2]1[CH:11]=[CH:10][CH:9]=[C:8]2[C:3]=1[C:4]([CH3:12])=[CH:5][N:6]=[CH:7]2.C(P(C(C)(C)C)C(C)(C)C)(C)(C)C.[C:26]([O:30][C:31]([NH:33][C@H:34]1[CH2:39][CH2:38][C@@H:37]([NH2:40])[CH2:36][CH2:35]1)=[O:32])([CH3:29])([CH3:28])[CH3:27].CC(C)([O-])C.[Na+]>C1(C)C=CC=CC=1.C1C=CC(/C=C/C(/C=C/C2C=CC=CC=2)=O)=CC=1.C1C=CC(/C=C/C(/C=C/C2C=CC=CC=2)=O)=CC=1.C1C=CC(/C=C/C(/C=C/C2C=CC=CC=2)=O)=CC=1.[Pd].[Pd].C(OCC)(=O)C>[C:26]([O:30][C:31]([NH:33][C@H:34]1[CH2:35][CH2:36][C@@H:37]([NH:40][C:2]2[CH:11]=[CH:10][CH:9]=[C:8]3[C:3]=2[C:4]([CH3:12])=[CH:5][N:6]=[CH:7]3)[CH2:38][CH2:39]1)=[O:32])([CH3:29])([CH3:27])[CH3:28] |f:3.4,6.7.8.9.10|. Procedure details: According to the method of Example 15, Step A, the title compound was synthesized from Intermediate 93. That is, under nitrogen atmosphere, a suspension of Intermediate 93 (602 mg), tris(dibenzylideneacetone)dipalladium(0) (124 mg), tri(tert-butyl)phosphine (0.5 ml, Kanto Chemicals), cis-N-(tert-butoxycarbonyl)-1,4-cyclohexanediamine (697 mg) and sodium tert-butoxide (390 mg) in toluene was stirred with heating at 120° C. for 16.5 hours. The reaction mixture was cooled to room temperature and ad...